From a dataset of the Open Reaction Database (ORD), a public repository of structured organic reaction records. describe an organic reaction: reactants, conditions, products, and yield The reactants are C(C1=CC=CC=C1)C1=NC(=NO1)CS(=O)C1=CC=C(CCN)C=C1 (4-{[(5-benzyl-1,2,4-oxadiazol-3-yl)methyl]sulfinyl}phenethylamine), C(C)(C)(C)[Si](C1=CC=CC=C1)(C1=CC=CC=C1)OC1=CC=C(C=C1)OC[C@H]1OC1 (tert-butyl{4-[(2S)oxiranylmethoxy]phenoxy}diphenylsilane), ClCCl.C(Cl)(Cl)Cl.CO (dichloromethane chloroform methanol). Run in CO (methanol), C1CCOC1 (THF). Run at temperature 45 celsius. Yields the product C(C1=CC=CC=C1)C1=NC(=NO1)CS(=O)C1=CC=C(CCNC[C@@H](COC2=CC=C(C=C2)O[Si](C2=CC=CC=C2)(C2=CC=CC=C2)C(C)(C)C)O)C=C1 ((2S)-1-[(4-{[(5-benzyl-1,2,4-oxadiazol-3-yl)methyl]sulfinyl}phenethyl)amino]-3-(4-{[tert -butyl(diphenyl)silyl]oxy}phenoxy)-2-propanol). Yield: 41.2%. Reaction SMILES: [CH2:1]([C:8]1[O:12][N:11]=[C:10]([CH2:13][S:14]([C:16]2[CH:24]=[CH:23][C:19]([CH2:20][CH2:21][NH2:22])=[CH:18][CH:17]=2)=[O:15])[N:9]=1)[C:2]1[CH:7]=[CH:6][CH:5]=[CH:4][CH:3]=1.[C:25]([Si:29]([O:42][C:43]1[CH:48]=[CH:47][C:46]([O:49][CH2:50][C@@H:51]2[CH2:53][O:52]2)=[CH:45][CH:44]=1)([C:36]1[CH:41]=[CH:40][CH:39]=[CH:38][CH:37]=1)[C:30]1[CH:35]=[CH:34][CH:33]=[CH:32][CH:31]=1)([CH3:28])([CH3:27])[CH3:26].ClCCl.C(Cl)(Cl)Cl.CO>CO.C1COCC1>[CH2:1]([C:8]1[O:12][N:11]=[C:10]([CH2:13][S:14]([C:16]2[CH:17]=[CH:18][C:19]([CH2:20][CH2:21][NH:22][CH2:53][C@H:51]([OH:52])[CH2:50][O:49][C:46]3[CH:45]=[CH:44][C:43]([O:42][Si:29]([C:25]([CH3:28])([CH3:27])[CH3:26])([C:30]4[CH:31]=[CH:32][CH:33]=[CH:34][CH:35]=4)[C:36]4[CH:41]=[CH:40][CH:39]=[CH:38][CH:37]=4)=[CH:48][CH:47]=3)=[CH:23][CH:24]=2)=[O:15])[N:9]=1)[C:2]1[CH:3]=[CH:4][CH:5]=[CH:6][CH:7]=1 |f:2.3.4|. Procedure details: A solution of the amine of Example 22 (0.705 g, 2.00 mmol) and the epoxide of Example 9 (0.640 g, 1.594 mmol) in a mixture of methanol (25 mL) and THF (5 mL) was heated to 45° C. for 23 h. TLC shows characteristic product spot at Rf=0.2 5(silica gel plate; dichloromethane/chloroform/methanol: 20/5/2). The reaction mixture was cooled, silica gel (5 g) was added and the methanol was remove in vacuo. The reaction mixture, preabsorbed onto silica gel was applied to the top of a flash chromatography ...